From a dataset of the Open Reaction Database (ORD), a public repository of structured organic reaction records. describe an organic reaction: reactants, conditions, products, and yield Reactants: FC1=CC=C(C=C1)[N+](=O)[O-] (4-fluoronitrobenzene), N1N=CN=C1 (1,2,4-triazole). Product: [N+](=O)([O-])C1=CC=C(C=C1)N1N=CN=C1 (1-(4-Nitrophenyl)-1,2,4-triazole), solid. Isolated yield 97.0%. RXN SMILES: F[C:2]1[CH:7]=[CH:6][C:5]([N+:8]([O-:10])=[O:9])=[CH:4][CH:3]=1.[NH:11]1[CH:15]=[N:14][CH:13]=[N:12]1>>[N+:8]([C:5]1[CH:6]=[CH:7][C:2]([N:11]2[CH:15]=[N:14][CH:13]=[N:12]2)=[CH:3][CH:4]=1)([O-:10])=[O:9]. Reported procedure: The title compound was prepared from 4-fluoronitrobenzene (2 g) and 1,2,4-triazole (1 g) as described in Description 61 to give a white solid (2.6 g, 97%). The reactants are OCCN (2-hydroxyethylamine), O=S(Cl)Cl (SOCl2), C(#N)C1=CC(=C(C=C1)N=C=S)C (4-cyano-2-methylphenyl isothiocyanate), NC1=CC=CC=C1 (aniline). Product: C(#N)C1=CC(=C(N)C=C1)C (4-Cyano-2-methylaniline), NC1(CCCC1)CO (1-Amino-1-(hydroxymethyl)cyclopentane), Cl.NC1(CCCC1)CCl (1-amino-1-(chloromethyl)cyclopentane HCl salt). RXN SMILES: [NH2:1][C:2]1[CH:7]=[CH:6][CH:5]=[CH:4][CH:3]=1.[C:8]([C:10]1[CH:15]=[CH:14][C:13]([N:16]=C=S)=[C:12]([CH3:19])[CH:11]=1)#[N:9].[OH:20]CCN.O=S(Cl)[Cl:26]>>[C:8]([C:10]1[CH:15]=[CH:14][C:13]([NH2:16])=[C:12]([CH3:19])[CH:11]=1)#[N:9].[NH2:1][C:2]1([CH2:3][OH:20])[CH2:7][CH2:6][CH2:5][CH2:4]1.[ClH:26].[NH2:1][C:2]1([CH2:3][Cl:26])[CH2:7][CH2:6][CH2:5][CH2:4]1 |f:6.7|. Reported procedure: 4-Cyano-2-methylaniline was synthesized as described in Method A1a. The aniline was converted to 4-cyano-2-methylphenyl isothiocyanate according to Method A2a, Step 3. 1-Amino-1-(hydroxymethyl)cyclopentane was synthesized as described in Method B1c. The 2-hydroxyethylamine was reacted with SOCl2 according to Method B7a to give 1-amino-1-(chloromethyl)cyclopentane HCl salt. The 2-chloroethylamine was reacted with 4-cyano-2-methylphenyl isothiocyanate according to Method C1a to give 2-(4-cyano-2-m... The reactants are (R,S)-2-decanol, C(CCCCCCCCCCCCCCCCC)(=O)OC(C)CCCCCCCC (2-decyl stearate), C(CCCCCCCCCCCCCCCCC)(=O)OC(C)C (isopropyl stearate), (R,S)-2-decanol. Solvent: O (water). Run at temperature 95 celsius, time 1 minute. Yields the product C[C@@H](CCCCCCCC)O ((S)-(+)-2-decanol). Yield: 73.5%. Reaction SMILES: C(OC(C)C)(=O)CCCCCCCCCCCCCCCCC.C([O:43][CH:44]([CH2:46][CH2:47][CH2:48][CH2:49][CH2:50][CH2:51][CH2:52][CH3:53])[CH3:45])(=O)CCCCCCCCCCCCCCCCC>O>[CH3:45][C@H:44]([OH:43])[CH2:46][CH2:47][CH2:48][CH2:49][CH2:50][CH2:51][CH2:52][CH3:53]. Reported procedure: In a 300 ml separable flask were put 1 g of Lipase QL and 40 g of (R,S)-2-decanol, and the mixture was subjected to ultrasonication with the same ultrasonic wave generating equipment as used in Example 1 at room temperature and 90 kHz for 1 minute. To the dispersion was added 60 g of isopropyl stearate, followed by stirring at 95° C. and 250 rpm for 20 hours to carry out interesterification while evaporating by-produced isopropyl alcohol under reduced pressure. The water content of the reaction ... Starting materials: CCOP(=O)(CC(=O)c1cccc(OC)c1)OCC, [H-], [Na+], C1CCOC1, CCOC(=O)N1CCC(=O)CC1, O. Yields the product CCOC(=O)N1CC=C(CC(=O)c2cccc(OC)c2)CC1. RXN SMILES: [CH3:1][O:2][c:3]1[cH:4][c:5]([C:9]([CH2:10][P:11](=[O:12])([O:13][CH2:14][CH3:15])[O:16][CH2:17][CH3:18])=[O:19])[cH:6][cH:7][cH:8]1.[H-:25].[Na+:26].[O:20]1[CH2:21][CH2:22][CH2:23][CH2:24]1.[O:27]=[C:28]1[CH2:29][CH2:30][N:31]([C:34](=[O:35])[O:36][CH2:37][CH3:38])[CH2:32][CH2:33]1.[OH2:39]>>[CH3:1][O:2][c:3]1[cH:4][c:5]([C:9]([CH2:10][C:28]2=[CH:29][CH2:30][N:31]([C:34](=[O:35])[O:36][CH2:37][CH3:38])[CH2:32][CH2:33]2)=[O:19])[cH:6][cH:7][cH:8]1.